Task: describe an organic reaction: reactants, conditions, products, and yield. Dataset: the Open Reaction Database (ORD), a public repository of structured organic reaction records Reactants: O1C(OCC1)C=1C=C(C=CC1)C1(C(OC2=C1C=C(C(=C2C)C)NC(CC(C)(C)C)=O)(C)C)O (N-(3-(3-(1,3-dioxolan-2-yl)phenyl)-3-hydroxy-2,2,6,7-tetramethyl-2,3-dihydro-1-benzofuran-5-yl)-3,3-dimethylbutanamide), O (water), C1(=CC=C(C=C1)S(=O)(=O)[O-])C.[NH+]1=CC=CC=C1 (pyridinium p-toluenesulfonate), O (water). Solvent: CC(=O)C (acetone). Run at time 30 minute. Product: C(=O)C=1C=C(C=CC1)C1(C(OC2=C1C=C(C(=C2C)C)NC(CC(C)(C)C)=O)(C)C)O (N-(3-(3-Formylphenyl)-3-hydroxy-2,2,6,7-tetramethyl-2,3-dihydro-1-benzofuran-5-yl)-3,3-dimethylbutanamide). Isolated yield 71.8%. As a reaction SMILES: [O:1]1CCO[CH:2]1[C:6]1[CH:7]=[C:8]([C:12]2([OH:33])[C:16]3[CH:17]=[C:18]([NH:23][C:24](=[O:30])[CH2:25][C:26]([CH3:29])([CH3:28])[CH3:27])[C:19]([CH3:22])=[C:20]([CH3:21])[C:15]=3[O:14][C:13]2([CH3:32])[CH3:31])[CH:9]=[CH:10][CH:11]=1.O.C1(C)C=CC(S([O-])(=O)=O)=CC=1.[NH+]1C=CC=CC=1>CC(C)=O>[CH:2]([C:6]1[CH:7]=[C:8]([C:12]2([OH:33])[C:16]3[CH:17]=[C:18]([NH:23][C:24](=[O:30])[CH2:25][C:26]([CH3:27])([CH3:28])[CH3:29])[C:19]([CH3:22])=[C:20]([CH3:21])[C:15]=3[O:14][C:13]2([CH3:32])[CH3:31])[CH:9]=[CH:10][CH:11]=1)=[O:1] |f:2.3|. Procedure details: To a solution of 2-(3-bromophenyl)-1,3-dioxolane (1.65 mL, 10.9 mmol) in THF (20 mL) was added dropwise at −78° C. under an argon atmosphere n-butyllithium (1.59 M hexane solution, 6.4 mL, 10.2 mmol), and the resulting mixture was stirred for 30 minutes. To the reaction solution was added dropwise at −78° C. a solution of 3,3-dimethyl-N-(2,2,6,7-tetramethyl-3-oxo-2,3-dihydro-1-benzofuran-5-yl)butanamide (1.0 g, 3.30 mmol) obtained in Reference Example 65 in THF (10 mL), and the resulting mixture...